This data is from the Open Reaction Database (ORD), a public repository of structured organic reaction records. The task is: describe an organic reaction: reactants, conditions, products, and yield The reactants are N1[C@H](C(=O)O)CCC1 (proline), [Cl-] (chloride), CCO (EtOH). Reaction conditions: temperature 70 celsius, time 12 hour. The product is N1[C@H](C(=O)OCC)CCC1 (ethyl prolinate). RXN SMILES: [NH:1]1[CH2:8][CH2:7][CH2:6][C@H:2]1[C:3]([OH:5])=[O:4].[Cl-].[CH3:10][CH2:11]O>>[NH:1]1[CH2:8][CH2:7][CH2:6][C@H:2]1[C:3]([O:5][CH2:10][CH3:11])=[O:4]. Reported procedure: Into a 500 ml 3-necked roundbottom flask, was placed a solution of proline (20.0 g, 174. mmol) in EtOH (100 ml). To the above was added thinyl chloride (40 ml). The resulting solution was heated to 70° C., with stirring, for 12 hours. The mixture was concentrated by evaporation. To afford ethyl prolinate that was used without further purification. The reactants are C(C)(C)(C)OC(=O)N1CCC(CC1)C1(CC=2C(=CN=C(C2)Cl)O1)C (4-(5-Chloro-2-methyl-2,3-dihydro-furo[2,3-c]pyridin-2-yl)-piperidine-1-carboxylic acid tert-butyl ester), Cl.CS(=O)(=O)N1CCNCC1 (1-(methylsulfonyl)piperazine hydrochloride), CC1(C2=C(C(=CC=C2)P(C3=CC=CC=C3)C4=CC=CC=C4)OC5=C(C=CC=C51)P(C6=CC=CC=C6)C7=CC=CC=C7)C (Xantphos), CC(C)(C)[O-].[K+] (potassium tert-butylate). The reagents and catalysts are C=1C=CC(=CC1)/C=C/C(=O)/C=C/C2=CC=CC=C2.C=1C=CC(=CC1)/C=C/C(=O)/C=C/C2=CC=CC=C2.C=1C=CC(=CC1)/C=C/C(=O)/C=C/C2=CC=CC=C2.[Pd].[Pd] (Pd2(dba)3). Run in C1(=CC=CC=C1)C (toluene), O (water). Conditions: temperature 105 celsius. Yields the product C(C)(C)(C)OC(=O)N1CCC(CC1)C1(CC=2C(=CN=C(C2)N2CCN(CC2)S(=O)(=O)C)O1)C (4-[5-(4-Methanesulfonyl-piperazin-1-yl)-2-methyl-2,3-dihydro-furo[2,3-c]pyridin-2-yl]-piperidine-1-carboxylic acid tert-butyl ester). As a reaction SMILES: [C:1]([O:5][C:6]([N:8]1[CH2:13][CH2:12][CH:11]([C:14]2([CH3:24])[O:23][C:17]3=[CH:18][N:19]=[C:20](Cl)[CH:21]=[C:16]3[CH2:15]2)[CH2:10][CH2:9]1)=[O:7])([CH3:4])([CH3:3])[CH3:2].Cl.[CH3:26][S:27]([N:30]1[CH2:35][CH2:34][NH:33][CH2:32][CH2:31]1)(=[O:29])=[O:28].CC1(C)C2C(=C(P(C3C=CC=CC=3)C3C=CC=CC=3)C=CC=2)OC2C(P(C3C=CC=CC=3)C3C=CC=CC=3)=CC=CC1=2.CC([O-])(C)C.[K+]>C1(C)C=CC=CC=1.C1C=CC(/C=C/C(/C=C/C2C=CC=CC=2)=O)=CC=1.C1C=CC(/C=C/C(/C=C/C2C=CC=CC=2)=O)=CC=1.C1C=CC(/C=C/C(/C=C/C2C=CC=CC=2)=O)=CC=1.[Pd].[Pd].O>[C:1]([O:5][C:6]([N:8]1[CH2:13][CH2:12][CH:11]([C:14]2([CH3:24])[O:23][C:17]3=[CH:18][N:19]=[C:20]([N:33]4[CH2:34][CH2:35][N:30]([S:27]([CH3:26])(=[O:29])=[O:28])[CH2:31][CH2:32]4)[CH:21]=[C:16]3[CH2:15]2)[CH2:10][CH2:9]1)=[O:7])([CH3:4])([CH3:3])[CH3:2] |f:1.2,4.5,7.8.9.10.11|. Reported procedure: 4-(5-Chloro-2-methyl-2,3-dihydro-furo[2,3-c]pyridin-2-yl)-piperidine-1-carboxylic acid tert-butyl ester (100 mg) is added to a mixture of 1-(methylsulfonyl)piperazine hydrochloride (70 mg), Pd2(dba)3 (65 mg), Xantphos (123 mg), and potassium tert-butylate (75 mg) in toluene (4 mL) under an argon atmosphere. The reaction mixture is stirred in an oil bath at 105° C. over night. After cooling to room temperature water is added and the mixture is extracted with ethyl acetate. The combined extracts a... Reactants: C(C1=CC=CC=C1)N(CCO)C[C@@H]1CCC(N1)=O ((S)-(+)-5-((benzyl(2-hydroxyethyl)amino)methyl)pyrrolidin-2-one), TEA, CS(=O)(=O)Cl (methanesulfonyl chloride). Run in C(C)O (ethanol), C(Cl)Cl (DCM). Conditions: time 20 hour. Yields the product C(C1=CC=CC=C1)N(CCOS(=O)(=O)C)C[C@H]1NC(CC1)=O (Methanesulfonic acid 2-[benzyl-((S)-5-oxo-pyrrolidin-2-ylmethyl)-amino]-ethyl ester). The yield is 63.0%. Reaction SMILES: [CH2:1]([N:8]([CH2:12][C@H:13]1[NH:17][C:16](=[O:18])[CH2:15][CH2:14]1)[CH2:9][CH2:10][OH:11])[C:2]1[CH:7]=[CH:6][CH:5]=[CH:4][CH:3]=1.[CH3:19][S:20](Cl)(=[O:22])=[O:21]>C(O)C.C(Cl)Cl>[CH2:1]([N:8]([CH2:12][C@@H:13]1[CH2:14][CH2:15][C:16](=[O:18])[NH:17]1)[CH2:9][CH2:10][O:11][S:20]([CH3:19])(=[O:22])=[O:21])[C:2]1[CH:3]=[CH:4][CH:5]=[CH:6][CH:7]=1. Procedure details: To a solution of (S)-(+)-5-((benzyl(2-hydroxyethyl)amino)methyl)pyrrolidin-2-one (3.5 g, 14.1 mmol) in ethanol-free CHCl3 (55 ml), TEA (2.85 g, 28.22 mmol) and methanesulfonyl chloride (3.23 g, 28.22 mmol, in 10 ml of CHCl3) were added at 0° C. The mixture was allowed to warm to room temperature and left stirring for 20 hours, then it was diluted with DCM (60 ml) and washed with a saturated solution of NaHCO3 (3×50 ml). After drying (Na2SO4) and removal of the solvent, the crude was purified by ... The reactants are FC(C=1C=C(C=C(C1)C(F)(F)F)[C@H](C)N(C(=O)N1[C@H](C[C@]2(CC[C@H](N2)C(=O)OC)CC1)C1=C(C=C(C=C1)F)C)C)(F)F (methyl (2S,5S,7R)-8-{[{(1S)-1-[3,5-bis(trifluoromethyl)phenyl]ethyl}(methyl)amino]carbonyl}-7-(4-fluoro-2-methylphenyl)-1,8-diazaspiro[4.5]decane-2-carboxylate), FC(C=1C=C(C=C(C1)C(F)(F)F)[C@H](C)N(C(=O)N1[C@H](C[C@]2(CC[C@H](N2)C(=O)OC)CC1)C1=C(C=C(C=C1)F)C)C)(F)F (methyl (2S,5S,7R)-8-{[{(1S)-1-[3,5-bis(trifluoromethyl)phenyl]ethyl}(methyl)amino]carbonyl}-7-(4-fluoro-2-methylphenyl)-1,8-diazaspiro[4.5]decane-2-carboxylate), N (ammonia). Yields the product FC(C=1C=C(C=C(C1)C(F)(F)F)[C@H](C)N(C(=O)N1[C@H](C[C@]2(CC[C@H](N2)C(=O)N)CC1)C1=C(C=C(C=C1)F)C)C)(F)F ((2S,5S,7R)-N8-{(1S)-1-[3,5-bis(trifluoromethyl)phenyl]ethyl}-7-(4-fluoro-2-methylphenyl)-N8-methyl-1,8-diazaspiro[4.5]decane-2,8-dicarboxamide). Isolated yield 97.0%. RXN SMILES: [F:1][C:2]([F:42])([F:41])[C:3]1[CH:4]=[C:5]([C@@H:13]([N:15]([CH3:40])[C:16]([N:18]2[CH2:31][CH2:30][C@:21]3([NH:25][C@H:24]([C:26]([O:28]C)=O)[CH2:23][CH2:22]3)[CH2:20][C@@H:19]2[C:32]2[CH:37]=[CH:36][C:35]([F:38])=[CH:34][C:33]=2[CH3:39])=[O:17])[CH3:14])[CH:6]=[C:7]([C:9]([F:12])([F:11])[F:10])[CH:8]=1.[NH3:43]>>[F:10][C:9]([F:12])([F:11])[C:7]1[CH:6]=[C:5]([C@@H:13]([N:15]([CH3:40])[C:16]([N:18]2[CH2:31][CH2:30][C@:21]3([NH:25][C@H:24]([C:26]([NH2:43])=[O:28])[CH2:23][CH2:22]3)[CH2:20][C@@H:19]2[C:32]2[CH:37]=[CH:36][C:35]([F:38])=[CH:34][C:33]=2[CH3:39])=[O:17])[CH3:14])[CH:4]=[C:3]([C:2]([F:1])([F:41])[F:42])[CH:8]=1. Procedure details: In a sealed tube a solution of methyl (2S,5S,7R)-8-{[{(1S)-1-[3,5-bis(trifluoromethyl)phenyl]ethyl}(methyl)amino]carbonyl}-7-(4-fluoro-2-methylphenyl)-1,8-diazaspiro[4.5]decane-2-carboxylate (Intermediate 29, 80 mg, 0.133 mmol) in 7M methanolic ammonia (5 ml, 35.0 mmol) was shaken overnight. The solvent was evaporated and the crude was purified was purified by flash-chromatography (Si cartridge 5 g; from 1:0 to 95:5 DCM/MeOH) to give the title compound (76.1 mg, 0.129 mmol, 98% yield) as a white... Starting materials: C(CCCCCCCCCCCCCCCCC)NC(=O)OCC(COC(CCCCCCCN1C=NC=C1)=O)=C (1-Octadecylaminocarbonyloxy-3-[8-(1-imidazolyl)octanoyloxy]-2-methylenepropane), CI (Methyl iodide). Solvent: C(Cl)(Cl)Cl (chloroform). Run at temperature 22 celsius, time 24 hour. Product: [I-].C(CCCCCCCCCCCCCCCCC)NC(=O)OCC(COC(CCCCCCC[N+]1=CN(C=C1)C)=O)=C (1-Octadecylaminocarbonyloxy-3-[8-(1-methyl-3-imidazolio)octanoyloxy]-2-methylenepropane iodide). As a reaction SMILES: [CH2:1]([NH:19][C:20]([O:22][CH2:23][C:24](=[CH2:41])[CH2:25][O:26][C:27](=[O:40])[CH2:28][CH2:29][CH2:30][CH2:31][CH2:32][CH2:33][CH2:34][N:35]1[CH:39]=[CH:38][N:37]=[CH:36]1)=[O:21])[CH2:2][CH2:3][CH2:4][CH2:5][CH2:6][CH2:7][CH2:8][CH2:9][CH2:10][CH2:11][CH2:12][CH2:13][CH2:14][CH2:15][CH2:16][CH2:17][CH3:18].[CH3:42][I:43]>C(Cl)(Cl)Cl>[I-:43].[CH2:1]([NH:19][C:20]([O:22][CH2:23][C:24](=[CH2:41])[CH2:25][O:26][C:27](=[O:40])[CH2:28][CH2:29][CH2:30][CH2:31][CH2:32][CH2:33][CH2:34][N+:35]1[CH:39]=[CH:38][N:37]([CH3:42])[CH:36]=1)=[O:21])[CH2:2][CH2:3][CH2:4][CH2:5][CH2:6][CH2:7][CH2:8][CH2:9][CH2:10][CH2:11][CH2:12][CH2:13][CH2:14][CH2:15][CH2:16][CH2:17][CH3:18] |f:3.4|. Procedure: 1-Octadecylaminocarbonyloxy-3-[8-(1-imidazolyl)octanoyloxy]-2-methylenepropane (from Preparation 33) (0.55 g) was dissolved in chloroform (10 ml). Methyl iodide (6 ml) was added, and the mixture stirred at 22° C. for 24 hours. The mixture was evaporated to dryness in vacuo to give the desired product. The reactants are O (water), N([C@@H](CC1=CC=C(C=C1)F)C(=O)O)C(=O)OC(C)(C)C (Boc-Phe(4-F)-OH), N([C@@H](C(C)C)C(=O)N[C@@H](CC1=CC(=C(C=C1)O)C(C)(C)C)C(=O)N)C (N-Me-Val-Tyr(3-tBu)-NH2), TEA. Solvent: C1CCOC1 (THF). Reaction conditions: time 8 hour. Yields the product N([C@@H](CC1=CC=C(C=C1)F)C(=O)N([C@@H](C(C)C)C(=O)N[C@@H](CC1=CC(=C(C=C1)O)C(C)(C)C)C(=O)N)C)C(=O)OC(C)(C)C (Boc-Phe(4-F)-N-Me-Val-Tyr(3-tBu)-NH2). The yield is 85.3%. Reaction SMILES: [NH:1]([C:14]([O:16][C:17]([CH3:20])([CH3:19])[CH3:18])=[O:15])[C@H:2]([C:11]([OH:13])=O)[CH2:3][C:4]1[CH:9]=[CH:8][C:7]([F:10])=[CH:6][CH:5]=1.[NH:21]([CH3:45])[C@H:22]([C:26]([NH:28][C@H:29]([C:42]([NH2:44])=[O:43])[CH2:30][C:31]1[CH:36]=[CH:35][C:34]([OH:37])=[C:33]([C:38]([CH3:41])([CH3:40])[CH3:39])[CH:32]=1)=[O:27])[CH:23]([CH3:25])[CH3:24].O>C1COCC1>[NH:1]([C:14]([O:16][C:17]([CH3:20])([CH3:19])[CH3:18])=[O:15])[C@H:2]([C:11]([N:21]([CH3:45])[C@H:22]([C:26]([NH:28][C@H:29]([C:42]([NH2:44])=[O:43])[CH2:30][C:31]1[CH:36]=[CH:35][C:34]([OH:37])=[C:33]([C:38]([CH3:39])([CH3:41])[CH3:40])[CH:32]=1)=[O:27])[CH:23]([CH3:25])[CH3:24])=[O:13])[CH2:3][C:4]1[CH:5]=[CH:6][C:7]([F:10])=[CH:8][CH:9]=1. Procedure: To a solution of Boc-Phe(4-F)-OH (890 mg, 3.14 mmol), N-Me-Val-Tyr(3-tBu)-NH2 (1 g, 2.86 mmol) and CMPI (804 mg, 3.15 mmol) in THF (20 ml), TEA (1.2 ml, 7.16 mmol) was added under cooling with ice and stirred at room temperature overnight. The reaction mixture was mixed with water and extracted with ethyl acetate. The organic layer was washed with saturated brine, dried over anhydrous magnesium sulfate and evaporated to remove the solvent under reduced pressure; the thus obtained residue was sub... The reactants are C1(=CC=CC=C1)COC1=CC=C(C=N1)NC(C)=O (N-{6-[(phenylmethyl)oxy]-3-pyridinyl}acetamide). The reagents and catalysts are [Pd] (Pd—C). The solvent is CCO (EtOH). Run at time 4.5 hour. The product is OC1=CC=C(C=N1)NC(C)=O (N-(6-Hydroxy-3-pyridinyl)acetamide). The yield is 99.7%. As a reaction SMILES: C1(C[O:8][C:9]2[N:14]=[CH:13][C:12]([NH:15][C:16](=[O:18])[CH3:17])=[CH:11][CH:10]=2)C=CC=CC=1>CCO.[Pd]>[OH:8][C:9]1[N:14]=[CH:13][C:12]([NH:15][C:16](=[O:18])[CH3:17])=[CH:11][CH:10]=1. Reported procedure: To a solution of N-{6-[(phenylmethyl)oxy]-3-pyridinyl}acetamide (0.210 g, 0.87 mmol) in EtOH (10 mL) at rt was added Pd—C (0.046 g of 10 wt % on activated carbon (dry basis), ca. 50 wt % H2O; ca. 0.022 mmol Pd). The mixture was placed under an atmosphere of H2 and stirred for 4.5 h. The mixture was filtered through Celite (EtOAc wash) and concentrated in vacuo, affording 0.132 g of the title compound as a colorless solid: MS (ESI) m/z 152 (M+).